This data is from the Open Reaction Database (ORD), a public repository of structured organic reaction records. The task is: describe an organic reaction: reactants, conditions, products, and yield Starting materials: 11d, C(C)(=O)NCC1=C(C(=CC(=C1)C(C)(C)C)S(=O)(=O)Cl)O (2-acetamidomethyl-6-chlorosulfonyl-4-(1,1-dimethylethyl)-phenol), ClC1=C(CN)C=CC=C1 (o-chlorobenzylamine). The product is Cl.NCC1=C(C(=CC(=C1)C(C)(C)C)S(=O)(=O)NCC1=C(C=CC=C1)Cl)O (2-Aminomethyl-4-(1,1-dimethylethyl)-6-(o-chlorobenzyl)aminosulfonylphenol hydrochloride). RXN SMILES: C([NH:4][CH2:5][C:6]1[CH:11]=[C:10]([C:12]([CH3:15])([CH3:14])[CH3:13])[CH:9]=[C:8]([S:16]([Cl:19])(=[O:18])=[O:17])[C:7]=1[OH:20])(=O)C.[Cl:21][C:22]1[CH:29]=[CH:28][CH:27]=[CH:26][C:23]=1[CH2:24][NH2:25]>>[ClH:19].[NH2:4][CH2:5][C:6]1[CH:11]=[C:10]([C:12]([CH3:13])([CH3:14])[CH3:15])[CH:9]=[C:8]([S:16]([NH:25][CH2:24][C:23]2[CH:26]=[CH:27][CH:28]=[CH:29][C:22]=2[Cl:21])(=[O:17])=[O:18])[C:7]=1[OH:20] |f:2.3|. Procedure: This compound is prepared analogously to Examples 11c and 11d from 2-acetamidomethyl-6-chlorosulfonyl-4-(1,1-dimethylethyl)-phenol and o-chlorobenzylamine. Reactants: C(C)(=O)NC1=CC(=CC(=C1)C(F)(F)F)C(F)(F)F (1-acetamido-3,5-bis(trifluoromethyl)benzene), [N+](=O)(O)[O-] (HNO3), ice water. Run in OS(=O)(=O)O (H2SO4). Run at temperature 0 celsius, time 0.5 hour. Product: C(C)(=O)NC1=C(C(=CC(=C1)C(F)(F)F)C(F)(F)F)[N+](=O)[O-] (1-acetamido-2-nitro-3,5-bis(trifluoromethyl)benzene). As a reaction SMILES: [C:1]([NH:4][C:5]1[CH:10]=[C:9]([C:11]([F:14])([F:13])[F:12])[CH:8]=[C:7]([C:15]([F:18])([F:17])[F:16])[CH:6]=1)(=[O:3])[CH3:2].[N+:19]([O-])([OH:21])=[O:20]>OS(O)(=O)=O>[C:1]([NH:4][C:5]1[CH:6]=[C:7]([C:15]([F:16])([F:17])[F:18])[CH:8]=[C:9]([C:11]([F:13])([F:14])[F:12])[C:10]=1[N+:19]([O-:21])=[O:20])(=[O:3])[CH3:2]. Reported procedure: To a solution of 1-acetamido-3,5-bis(trifluoromethyl)benzene (400 mg, 1.37 mmol) in concentrated H2SO4 (3 mL) at 0° C. was added dropwise 70% HNO3 (0.4 mL, Baker). The mixture was stirred at 0° C. for 0.5 h, then at room temperature for 3 h and it was poured into ice water (10 g). The precipitate was collected by filtration, affording 400 mg of crude product which contained two compounds by 1H NMR. It was separated on a column of silica gel, eluted with chloroform, to afford 134 mg of pure 1-ace...